Dataset: the Open Reaction Database (ORD), a public repository of structured organic reaction records. Task: describe an organic reaction: reactants, conditions, products, and yield Reactants: ClC1=CC=C(C=C1)NC(NC=1C=C(N)C=CC1)=O (3-(3-p-chlorophenylureido)aniline), C(C)(C)N=C=S (isopropyl isothiocyanate). Solvent: N1=CC=CC=C1 (pyridine). Conditions: time 48 hour. The product is C(C)(C)NC(NC1=CC(=CC=C1)NC(=O)NC1=CC=C(C=C1)Cl)=S (1-(3-isopropylthioureido)-3-(3-p-chlorophenylureido)benzene). Reaction SMILES: [Cl:1][C:2]1[CH:7]=[CH:6][C:5]([NH:8][C:9](=[O:18])[NH:10][C:11]2[CH:12]=[C:13]([CH:15]=[CH:16][CH:17]=2)[NH2:14])=[CH:4][CH:3]=1.[CH:19]([N:22]=[C:23]=[S:24])([CH3:21])[CH3:20]>N1C=CC=CC=1>[CH:19]([NH:22][C:23](=[S:24])[NH:14][C:13]1[CH:15]=[CH:16][CH:17]=[C:11]([NH:10][C:9]([NH:8][C:5]2[CH:4]=[CH:3][C:2]([Cl:1])=[CH:7][CH:6]=2)=[O:18])[CH:12]=1)([CH3:21])[CH3:20]. Procedure: A solution of 3-(3-p-chlorophenylureido)aniline (2.0 g.) in pyridine (40 ml.) is stirred at 0° C. with isopropyl isothiocyanate (0.77 ml.). The solution is allowed to warm slowly to room temperature and is stirred for 48 hours. The solution is filtered, the pyridine is removed by distillation under reduced pressure and the residue is crystallized from methanol (300 ml.) to give 1-(3-isopropylthioureido)-3-(3-p-chlorophenylureido)benzene, m.p. 197°-198° C. with decomposition. RXN SMILES: C(N[C:6]([NH:8][S:9]([C:12]1[CH:17]=[CH:16][CH:15]=[CH:14][C:13]=1[S:18]([CH:21]([CH3:23])[CH3:22])(=[O:20])=[O:19])(=[O:11])=[O:10])=[O:7])CCC.C(Cl)(Cl)=O>>[CH3:23][CH:21]([S:18]([C:13]1[CH:14]=[CH:15][CH:16]=[CH:17][C:12]=1[S:9]([N:8]=[C:6]=[O:7])(=[O:10])=[O:11])(=[O:20])=[O:19])[CH3:22]. Solvent: xylenes. Product: CC(C)S(=O)(=O)C1=C(C=CC=C1)S(=O)(=O)N=C=O (2-[(1-methylethyl)sulfonyl]benzenesulfonyl isocyanate). The reactants are C(CCC)NC(=O)NS(=O)(=O)C1=C(C=CC=C1)S(=O)(=O)C(C)C (N-[butylaminocarbonyl]-2-[(1-methylethyl)sulfonyl]benzenesulfonamide), 1.4-diaza[2,2,2]bicyclooctane, C(=O)(Cl)Cl (phosgene). Procedure details: A solution of N-[butylaminocarbonyl]-2-[(1-methylethyl)sulfonyl]benzenesulfonamide (17.4 g, 0.048 mol) and 1.4-diaza[2,2,2]bicyclooctane (0.1 g) in mixed xylenes (90 ml) was heated to 135°-140°. Liquid phosgene (3.6 ml, 0.050 mol) was added at a rate to maintain an internal temperature between 125°-135°. When the addition was complete, the solution was refluxed for 2 hours, cooled to room temperature and then filtered under a nitrogen atmosphere. Removal of solvent in vacuo gave 2-[(1-methylethy... Reactants: CC1C(=NNC(S1)=O)C=1C=C2C(C(NC2=CC1)=O)(C)C (1,3-dihydro-5(3,6-dihydro-6-methyl-2-oxo-2H-1,3,4 thiadiazin-5-yl)-3,3 dimethyl-2H-indol-2-one), [Na] (sodium), C(C)O (ethanol), [N+](=O)([O-])C1=CC=C(C(=O)Cl)C=C1 (p-nitrobenzoyl chloride). Run in O (water). Conditions: time 2 hour. Product: CC1C(=NNC(S1)=O)C=1C=C2C(C(N(C2=CC1)C(C1=CC=C(C=C1)[N+](=O)[O-])=O)=O)(C)C (1,3-Dihydro-5-(3,6-dihydro-6-methyl-2-oxo-2H-1,3,4-thiadiazin-5-yl)-3.3-dimethyl-1-(4-nitrobenzoyl)-2H-indol-2-one). RXN SMILES: [CH3:1][CH:2]1[S:7][C:6](=[O:8])[NH:5][N:4]=[C:3]1[C:9]1[CH:10]=[C:11]2[C:15](=[CH:16][CH:17]=1)[NH:14][C:13](=[O:18])[C:12]2([CH3:20])[CH3:19].[Na].C(O)C.[N+:25]([C:28]1[CH:36]=[CH:35][C:31]([C:32](Cl)=[O:33])=[CH:30][CH:29]=1)([O-:27])=[O:26]>O>[CH3:1][CH:2]1[S:7][C:6](=[O:8])[NH:5][N:4]=[C:3]1[C:9]1[CH:10]=[C:11]2[C:15](=[CH:16][CH:17]=1)[N:14]([C:32](=[O:33])[C:31]1[CH:30]=[CH:29][C:28]([N+:25]([O-:27])=[O:26])=[CH:36][CH:35]=1)[C:13](=[O:18])[C:12]2([CH3:19])[CH3:20] |^1:20|. Procedure details: 2.9 g (10 mmol) 1,3-dihydro-5(3,6-dihydro-6-methyl-2-oxo-2H-1,3,4 thiadiazin-5-yl)-3,3 dimethyl-2H-indol-2-one (Example 3), 0.4 g (10 mmol) sodium hydroxyde and 100 ml ethanol were refluxed 30mn. After evaporation of the solvent, the residue was dissolved in 50 ml DMF and 1.86 g (10 mmol) p-nitrobenzoyl chloride were added while keeping the temperature under 30° C. The mixture was stirred 2 hrs at room temperature, diluted with 100 ml water, extracted with ethyl acetate. The organic layers were ... RXN SMILES: [CH2:1]([O:8][C:9]([N:11]1[CH2:16][CH2:15][CH:14]([CH2:17][CH2:18][CH2:19][CH2:20][CH:21]([NH:27][C@@H:28]2[C:34](=[O:35])[NH:33][C:32]3[CH:36]=[CH:37][CH:38]=[CH:39][C:31]=3[S:30][CH2:29]2)[C:22]([O:24][CH2:25][CH3:26])=[O:23])[CH2:13][CH2:12]1)=[O:10])[C:2]1[CH:7]=[CH:6][CH:5]=[CH:4][CH:3]=1.Cl[CH2:41][C:42]([O:44][C:45]([CH3:48])([CH3:47])[CH3:46])=[O:43].[I-].[K+].C(=O)([O-])[O-].[K+].[K+]>O.CN(C)C=O>[CH2:1]([O:8][C:9]([N:11]1[CH2:12][CH2:13][CH:14]([CH2:17][CH2:18][CH2:19][CH2:20][C@@H:21]([NH:27][C@@H:28]2[C:34](=[O:35])[N:33]([CH2:41][C:42]([O:44][C:45]([CH3:48])([CH3:47])[CH3:46])=[O:43])[C:32]3[CH:36]=[CH:37][CH:38]=[CH:39][C:31]=3[S:30][CH2:29]2)[C:22]([O:24][CH2:25][CH3:26])=[O:23])[CH2:15][CH2:16]1)=[O:10])[C:2]1[CH:7]=[CH:6][CH:5]=[CH:4][CH:3]=1 |f:2.3,4.5.6|. Yields the product C(C1=CC=CC=C1)OC(=O)N1CCC(CC1)CCCC[C@H](C(=O)OCC)N[C@H]1CSC2=C(N(C1=O)CC(=O)OC(C)(C)C)C=CC=C2 (tert-butyl 3(R)-[5-(1-benzyloxycarbonyl-4-piperidyl)-1(R)-ethoxycarbonylpentyl]amino-4-oxo-2,3,4,5-tetrahydro-1,5-benzothiazepine-5-acetate). Conditions: time 15 hour. Run in CN(C=O)C (N,N-dimethylformamide), O (water). Procedure: A mixture of 3(R)-[5-(1-benzyloxycarbonyl-4-piperidyl)-1-ethoxycarbonylpentyl]amino-2,3-dihydro-1,5(5H)-benzothiazepin-4-one (1.0 g), tert-butyl chloroacetate (0.27 g), potassium iodide (0.3 g), potassium carbonate (0.24 g) and N,N-dimethylformamide (10 ml) is stirred for 15 hours at room temperature. The mixture is poured into water (50 ml) and extracted with ethyl acetate (40 ml). The extract is washed with diluted hydrochloric acid, sodium bicarbonate solution and water successively, dried ov... Yield: 37.6%. Starting materials: C(C1=CC=CC=C1)OC(=O)N1CCC(CC1)CCCCC(C(=O)OCC)N[C@H]1CSC2=C(NC1=O)C=CC=C2 (3(R)-[5-(1-benzyloxycarbonyl-4-piperidyl)-1-ethoxycarbonylpentyl]amino-2,3-dihydro-1,5(5H)-benzothiazepin-4-one), ClCC(=O)OC(C)(C)C (tert-butyl chloroacetate), [I-].[K+] (potassium iodide), C([O-])([O-])=O.[K+].[K+] (potassium carbonate). Reactants: ClC(Cl)(OC(OC(Cl)(Cl)Cl)=O)Cl (Triphosgene), [Cl-] (chloride), NC=1C=C(C(=O)OCC)C=CC1 (Ethyl 3-aminobenzoate), C(C)(C)(C)C(=O)CN1C(C(CN(C2=C1C=CC=C2)C2=C(C=CC=C2)F)N)=O (1-tert-butylcarbonylmethyl-2-oxo-3-amino-5-(2-fluorophenyl)-1,3,4,5-tetrahydro-2H-1,5-benzodiazepine). The solvent is C(C)N(CC)CC (triethylamine), O1CCCC1 (tetrahydrofuran), O1CCCC1 (tetrahydrofuran). Run at time 10 minute. Product: C(C)(C)(C)C(=O)CN1C(C(CN(C2=C1C=CC=C2)C2=C(C=CC=C2)F)NC(=O)NC2=CC(=CC=C2)C(=O)OCC)=O (1-[1-tert-butylcarbonylmethyl-2-oxo-5-(2-fluorophenyl)-1,3,4,5-tetrahydro-2H-1,5-benzodiazepin-3-yl]-3-(3-ethoxycarbonylphenyl)urea). Yield: 223.5%. Reaction SMILES: [NH2:1][C:2]1[CH:3]=[C:4]([CH:10]=[CH:11][CH:12]=1)[C:5]([O:7][CH2:8][CH3:9])=[O:6].Cl[C:14](Cl)([O:16]C(=O)OC(Cl)(Cl)Cl)Cl.[C:25]([C:29]([CH2:31][N:32]1[C:38]2[CH:39]=[CH:40][CH:41]=[CH:42][C:37]=2[N:36]([C:43]2[CH:48]=[CH:47][CH:46]=[CH:45][C:44]=2[F:49])[CH2:35][CH:34]([NH2:50])[C:33]1=[O:51])=[O:30])([CH3:28])([CH3:27])[CH3:26].[Cl-]>O1CCCC1.C(N(CC)CC)C>[C:25]([C:29]([CH2:31][N:32]1[C:38]2[CH:39]=[CH:40][CH:41]=[CH:42][C:37]=2[N:36]([C:43]2[CH:48]=[CH:47][CH:46]=[CH:45][C:44]=2[F:49])[CH2:35][CH:34]([NH:50][C:14]([NH:1][C:2]2[CH:12]=[CH:11][CH:10]=[C:4]([C:5]([O:7][CH2:8][CH3:9])=[O:6])[CH:3]=2)=[O:16])[C:33]1=[O:51])=[O:30])([CH3:28])([CH3:26])[CH3:27]. Procedure details: Ethyl 3-aminobenzoate (69 mg) was dissolved in tetrahydrofuran (10 ml), the solution was cooled on ice-water. Triphosgene (45 mg) was added at internal temperature 5° C., triethylamine (162 mg) was added thereto over 10 minutes period, the mixture was allowed to come to room temperature and stirred for 10 minutes. A solution of 1-tert-butylcarbonylmethyl-2-oxo-3-amino-5-(2-fluorophenyl)-1,3,4,5-tetrahydro-2H-1,5-benzodiazepine (150 mg) in tetrahydrofuran (5 ml), the mixture was additionally chlo... Reaction SMILES: [CH3:1][O:2][c:3]1[cH:4][c:5]2[c:6]([n:7][c:8]([CH3:10])[s:9]2)[cH:11][cH:12]1.[O:16]1[CH2:17][CH2:18][O:19][CH2:20][CH2:21]1.[Se:13](=[O:14])=[O:15]>>[CH3:1][O:2][c:3]1[cH:4][c:5]2[c:6]([n:7][c:8]([CH:10]=[O:14])[s:9]2)[cH:11][cH:12]1. Starting materials: COc1ccc2nc(C)sc2c1, C1COCCO1, O=[Se]=O. The product is COc1ccc2nc(C=O)sc2c1. Reactants: C(C)(C)(C)OC(=O)N1CCC(CC1)N(CC=1C=NC=CC1C)C1=CC=C(C=C1)Br (4-[(4-bromo-phenyl)-(4-methyl-pyridin-3-ylmethyl)-amino]-piperidine-1-carboxylic acid tert-butyl ester), CC(C)([O-])C.[K+] (potassium tert-butoxide), N1CCOCC1 (morpholine), C(C)(C)(C)P(C(C)(C)C)C(C)(C)C (tri(tert-butyl)phosphine). The reagents and catalysts are CC(=O)[O-].CC(=O)[O-].[Pd+2] (Pd(OAc)2). Run in C1(=CC=CC=C1)C (toluene). Product: C(C)(C)(C)OC(=O)N1CCC(CC1)N(C1=CC=C(C=C1)N1CCOCC1)CC=1C=NC=CC1C (4-[(4-methyl-pyridin-3-ylmethyl)-(4-morpholin-4-yl-phenyl)-amino]-piperidine-1-carboxylic acid tert-butyl ester). The yield is 71.4%. As a reaction SMILES: [C:1]([O:5][C:6]([N:8]1[CH2:13][CH2:12][CH:11]([N:14]([C:23]2[CH:28]=[CH:27][C:26](Br)=[CH:25][CH:24]=2)[CH2:15][C:16]2[CH:17]=[N:18][CH:19]=[CH:20][C:21]=2[CH3:22])[CH2:10][CH2:9]1)=[O:7])([CH3:4])([CH3:3])[CH3:2].CC(C)([O-])C.[K+].[NH:36]1[CH2:41][CH2:40][O:39][CH2:38][CH2:37]1.C(P(C(C)(C)C)C(C)(C)C)(C)(C)C>C1(C)C=CC=CC=1.CC([O-])=O.CC([O-])=O.[Pd+2]>[C:1]([O:5][C:6]([N:8]1[CH2:13][CH2:12][CH:11]([N:14]([CH2:15][C:16]2[CH:17]=[N:18][CH:19]=[CH:20][C:21]=2[CH3:22])[C:23]2[CH:28]=[CH:27][C:26]([N:36]3[CH2:41][CH2:40][O:39][CH2:38][CH2:37]3)=[CH:25][CH:24]=2)[CH2:10][CH2:9]1)=[O:7])([CH3:4])([CH3:3])[CH3:2] |f:1.2,6.7.8|. Procedure details: A solution of 4-[(4-bromo-phenyl)-(4-methyl-pyridin-3-ylmethyl)-amino]-piperidine-1-carboxylic acid tert-butyl ester (see EXAMPLE 352) (300 mg, 0.630 mmol), Pd(OAc)2 (7.10 mg, 0.0315 mmol), potassium tert-butoxide (106 mg, 0.945 mmol), morpholine (50.0 μL, 0.573 mmol) and tri(tert-butyl)phosphine (128 mg, 0.0315 mmol) in degassed toluene (2.2 mL) was stirred at 100° C. for 16 hours under nitrogen. Standard work-up and purification gave 4-[(4-methyl-pyridin-3-ylmethyl)-(4-morpholin-4-yl-phenyl)-a...